From a dataset of the Open Reaction Database (ORD), a public repository of structured organic reaction records. describe an organic reaction: reactants, conditions, products, and yield Reactants: CN1CCCN(C1=O)C (DMPU), C[Si](C)(C)[N-][Si](C)(C)C.[Li+] (lithium bis(trimethylsilyl)amide), C(=O)(OC(C)(C)C)N[C@@H](CC1=CC=CC=C1)[C@@H]1CCC(O1)=O (5(S)-[l(S)-(Boc-amino)-2-phenylethyl]-dihydrofuran-2-(3H)-one), solution, COC=1C=C(CI)C=CC1 (3-methoxybenzyl iodide). The solvent is C1CCOC1 (THF), C1CCOC1 (THF). Yields the product eluent E, C(=O)(OC(C)(C)C)N[C@@H](CC1=CC=CC=C1)[C@@H]1C[C@H](C(O1)=O)CC1=CC(=CC=C1)OC (5(S)-[1(S)-(Boc-Amino)-2-phenylethyl]-3(R)-[(3-methoxyphenyl)methyl]-dihydrofuran-2-(3H)-one). As a reaction SMILES: [C:1]([NH:8][C@H:9]([C@H:17]1[O:21][C:20](=[O:22])[CH2:19][CH2:18]1)[CH2:10][C:11]1[CH:16]=[CH:15][CH:14]=[CH:13][CH:12]=1)([O:3][C:4]([CH3:7])([CH3:6])[CH3:5])=[O:2].C[Si]([N-][Si](C)(C)C)(C)C.[Li+].CN1C(=O)N(C)CCC1.[CH3:42][O:43][C:44]1[CH:45]=[C:46]([CH:49]=[CH:50][CH:51]=1)[CH2:47]I>C1COCC1>[C:1]([NH:8][C@H:9]([C@H:17]1[O:21][C:20](=[O:22])[C@H:19]([CH2:47][C:46]2[CH:49]=[CH:50][CH:51]=[C:44]([O:43][CH3:42])[CH:45]=2)[CH2:18]1)[CH2:10][C:11]1[CH:16]=[CH:15][CH:14]=[CH:13][CH:12]=1)([O:3][C:4]([CH3:6])([CH3:7])[CH3:5])=[O:2] |f:1.2|. Procedure details: In analogy with Example 44c), 1.5 g of 5(S)-[l(S)-(Boc-amino)-2-phenylethyl]-dihydrofuran-2-(3H)-one [Example 2b)] in 3 ml of abs. THF are deprotonated (-75° C.) with 9.62 ml of a 1M solution of lithium bis(trimethylsilyl)amide in THF, and with the addition of 0.998 ml of DMPU and alkylated with 1.22 g of 3-methoxybenzyl iodide. Chromatography on silica gel (eluent E) affords the pure title compound. TLC Rf (hexane/ethyl acetate, 2.5:1)=0.32. FAB-MS (M+H)+ =426. The reactants are CC(=O)O[BH-](OC(C)=O)OC(C)=O, C1CCOC1, CC(=O)O, CCO, CCOC(=O)c1cnc2c(C=O)cc(CN3CCOCC3)cc2c1O, NCc1ccccc1, [Na+]. Product: CCOC(=O)c1cnc2c(CNCc3ccccc3)cc(CN3CCOCC3)cc2c1O. As a reaction SMILES: [C:1]([O:2][BH-:3]([O:4][C:5](=[O:6])[CH3:7])[O:8][C:9](=[O:10])[CH3:11])(=[O:12])[CH3:13].[CH2:55]1[O:56][CH2:57][CH2:58][CH2:59]1.[CH3:48][C:49](=[O:50])[OH:51].[CH3:52][CH2:53][OH:54].[CH:15](=[O:16])[c:17]1[cH:18][c:19]([CH2:33][N:34]2[CH2:35][CH2:36][O:37][CH2:38][CH2:39]2)[cH:20][c:21]2[c:22]([OH:32])[c:23]([C:27](=[O:28])[O:29][CH2:30][CH3:31])[cH:24][n:25][c:26]12.[NH2:40][CH2:41][c:42]1[cH:43][cH:44][cH:45][cH:46][cH:47]1.[Na+:14]>>[CH2:15]([c:17]1[cH:18][c:19]([CH2:33][N:34]2[CH2:35][CH2:36][O:37][CH2:38][CH2:39]2)[cH:20][c:21]2[c:22]([OH:32])[c:23]([C:27](=[O:28])[O:29][CH2:30][CH3:31])[cH:24][n:25][c:26]12)[NH:40][CH2:41][c:42]1[cH:43][cH:44][cH:45][cH:46][cH:47]1. The reactants are 4A, FC(C(=O)OC)(Cl)Cl (methyl fluorodichloroacetate), C(C)(=O)OC(C)=O (acetic anhydride), cuprous chloride, N1=C(C=CC2=CC=CC=C12)OCCCCCCC/C=C/C=O ((2E)-10-(2-Quinolinyloxy)dec-2-enal). Reagents/catalysts: [Zn] (zinc), [Zn] (zinc). Solvent: C(C)OCC (diethyl ether), O1CCCC1 (tetrahydrofuran). Reaction conditions: time 30 minute. Product: F\C(\C(=O)OC)=C/C=C/CCCCCCCOC1=NC2=CC=CC=C2C=C1 ((2Z,4E) methyl 2-fluoro-12-(2-quinolinyloxy)dodeca-2,4-dienoate). RXN SMILES: [N:1]1[C:10]2[C:5](=[CH:6][CH:7]=[CH:8][CH:9]=2)[CH:4]=[CH:3][C:2]=1[O:11][CH2:12][CH2:13][CH2:14][CH2:15][CH2:16][CH2:17][CH2:18]/[CH:19]=[CH:20]/[CH:21]=O.C(OC(=O)C)(=O)C.[F:30][C:31](Cl)(Cl)[C:32]([O:34][CH3:35])=[O:33]>O1CCCC1.C(OCC)C.[Zn]>[F:30]/[C:31](=[CH:21]\[CH:20]=[CH:19]\[CH2:18][CH2:17][CH2:16][CH2:15][CH2:14][CH2:13][CH2:12][O:11][C:2]1[CH:3]=[CH:4][C:5]2[C:10](=[CH:9][CH:8]=[CH:7][CH:6]=2)[N:1]=1)/[C:32]([O:34][CH3:35])=[O:33]. Procedure: Activated zinc powder (496 mg), powdered molecular sieve 4A (1.25 g) (ex. BDH) and cuprous chloride (84 mg) were suspended in anhydrous tetrahydrofuran (10 ml). (2E)-10-(2-Quinolinyloxy)dec-2-enal (1 g) was added followed by acetic anhydride (320 μl). The mixture was warmed to 50° under nitrogen and methyl fluorodichloroacetate (328 μl) was added. The mixture was warmed at 50-5° for 4 hours, additional zinc (0.2 g) was added and warming continued for 30 minutes. Upon cooling the reaction mixture...